From a dataset of the Open Reaction Database (ORD), a public repository of structured organic reaction records. describe an organic reaction: reactants, conditions, products, and yield Solvent: C(C)#N (acetonitrile). The product is COC(C(CC(N1CCN(CC1)C1=CC=NC=C1)=O)CC1=CC=C(C=C1)OC)=O (2-(4-Methoxybenzyl)-4-oxo-4-(4-pyridin-4-ylpiperazin-1-yl)butanoic Acid Methyl Ester). Yield: 89.9%. Conditions: time 10 minute. Reactants: COC(C(CC(=O)O)CC1=CC=C(C=C1)OC)=O (2-(4-methoxybenzyl)succinic acid 1-methyl ester), O.ON1N=NC2=C1C=CC=C2 (HOBt), 1-ethyl-3-(3-dimethylamgnopropyl)carbodiide hydrochloride, N1=CC=C(C=C1)N1CCNCC1 (1-(4-pyridyl)-piperazine). RXN SMILES: [CH3:1][O:2][C:3](=[O:18])[CH:4]([CH2:9][C:10]1[CH:15]=[CH:14][C:13]([O:16][CH3:17])=[CH:12][CH:11]=1)[CH2:5][C:6]([OH:8])=O.O.ON1C2C=CC=CC=2N=N1.[N:30]1[CH:35]=[CH:34][C:33]([N:36]2[CH2:41][CH2:40][NH:39][CH2:38][CH2:37]2)=[CH:32][CH:31]=1>C(#N)C>[CH3:1][O:2][C:3](=[O:18])[CH:4]([CH2:9][C:10]1[CH:15]=[CH:14][C:13]([O:16][CH3:17])=[CH:12][CH:11]=1)[CH2:5][C:6](=[O:8])[N:39]1[CH2:40][CH2:41][N:36]([C:33]2[CH:34]=[CH:35][N:30]=[CH:31][CH:32]=2)[CH2:37][CH2:38]1 |f:1.2|. Procedure: To a solution of 2-(4-methoxybenzyl)succinic acid 1-methyl ester (3 g) in acetonitrile (60 ml) were added HOBt (1-hydroxy-1H-benzotriazole monohydrate) (1.84 g) and 1-ethyl-3-(3-dimethylamgnopropyl)carbodiide hydrochloride (2.76 g) and the solution was stirred for 10 minutes. To the solution was added 1-(4-pyridyl)-piperazine (1.96 g) and the solution was stirred for 30 minutes at room temperature. The reaction mixture was concentrated and the concentrate was made basic with an aqueous solution ...